From a dataset of the Open Reaction Database (ORD), a public repository of structured organic reaction records. describe an organic reaction: reactants, conditions, products, and yield Starting materials: [BH4-], CC(=O)c1ccc2c(c1)CC(NC(=O)c1ccc(F)cc1)C2, CO, [Na+]. Yields the product CC(O)c1ccc2c(c1)CC(NC(=O)c1ccc(F)cc1)C2. Reaction SMILES: [BH4-:23].[C:1]([CH3:2])(=[O:3])[c:4]1[cH:5][c:6]2[c:10]([cH:11][cH:12]1)[CH2:9][CH:8]([NH:13][C:14]([c:15]1[cH:16][cH:17][c:18]([F:21])[cH:19][cH:20]1)=[O:22])[CH2:7]2.[CH3:25][OH:26].[Na+:24]>>[CH:1]([CH3:2])([OH:3])[c:4]1[cH:5][c:6]2[c:10]([cH:11][cH:12]1)[CH2:9][CH:8]([NH:13][C:14]([c:15]1[cH:16][cH:17][c:18]([F:21])[cH:19][cH:20]1)=[O:22])[CH2:7]2. The reactants are BrC1=C(COC1=O)N1C(C2(CC1)CCN(CC2)C(=O)OC(C)(C)C)=O (tert-butyl 2-(4-bromo-5-oxo-2,5-dihydrofuran-3-yl)-1-oxo-2,8-diazaspiro[4.5]decane-8-carboxylate), [B-](C=C)(F)(F)F.[K+] (potassium trifluoro(vinyl)borate), [O-]P(=O)([O-])[O-].[K+].[K+].[K+] (potassium phosphate tribasic). The reagents and catalysts are C1=CC=C(C=C1)P([C-]2C=CC=C2)C3=CC=CC=C3.C1=CC=C(C=C1)P([C-]2C=CC=C2)C3=CC=CC=C3.Cl[Pd]Cl.[Fe+2] ([1,1′-bis(diphenylphosphino)ferrocene]dichloropalladium(II)). The solvent is C1CCOC1 (THF). Conditions: temperature 70 celsius. Product: O=C1N(CCC12CCN(CC2)C(=O)OC(C)(C)C)C=2COC(C2C=C)=O (tert-butyl 1-oxo-2-(5-oxo-4-vinyl-2,5-dihydrofuran-3-yl)-2,8-diazaspiro[4.5]decane-8-carboxylate). Reaction SMILES: Br[C:2]1[C:6](=[O:7])[O:5][CH2:4][C:3]=1[N:8]1[CH2:12][CH2:11][C:10]2([CH2:17][CH2:16][N:15]([C:18]([O:20][C:21]([CH3:24])([CH3:23])[CH3:22])=[O:19])[CH2:14][CH2:13]2)[C:9]1=[O:25].[B-](F)(F)(F)[CH:27]=[CH2:28].[K+].[O-]P([O-])([O-])=O.[K+].[K+].[K+]>C1COCC1.C1C=CC(P(C2C=CC=CC=2)[C-]2C=CC=C2)=CC=1.C1C=CC(P(C2C=CC=CC=2)[C-]2C=CC=C2)=CC=1.Cl[Pd]Cl.[Fe+2]>[O:25]=[C:9]1[C:10]2([CH2:17][CH2:16][N:15]([C:18]([O:20][C:21]([CH3:24])([CH3:23])[CH3:22])=[O:19])[CH2:14][CH2:13]2)[CH2:11][CH2:12][N:8]1[C:3]1[CH2:4][O:5][C:6](=[O:7])[C:2]=1[CH:27]=[CH2:28] |f:1.2,3.4.5.6,8.9.10.11|. Procedure details: tert-butyl 2-(4-bromo-5-oxo-2,5-dihydrofuran-3-yl)-1-oxo-2,8-diazaspiro[4.5]decane-8-carboxylate (2.2 g, 5.30 mmol), potassium trifluoro(vinyl)borate (1.06 g, 7.95 mmol), [1,1′-bis(diphenylphosphino)ferrocene]dichloropalladium(II) (0.345 g, 0.530 mmol) and potassium phosphate tribasic (10.60 mL, 10.60 mmol) were taken up in THF (44.1 mL) in a sealed tube, de-gassed and the resulting mixture was heated overnight at 70° C. The reaction mixture was cooled to room temperature and then was diluted wi...